The task is: describe an organic reaction: reactants, conditions, products, and yield. This data is from the Open Reaction Database (ORD), a public repository of structured organic reaction records. Starting materials: N1=C2N(C(NC1=O)=O)CCCC2 (6,7,8,9-tetrahydro-2H-pyrido[1,2-a]-1,3,5-triazine-2,4(3H)-dione), FC1=CC=C(C(=O)C2CCN(CC2)C(CO)C2=CC=CC=C2)C=C1 (4-(4-fluorobenzoyl)-1-(1-phenyl-2-hydroxyethyl)piperidine), C1(=CC=CC=C1)P(C1=CC=CC=C1)C1=CC=CC=C1 (triphenylphosphine), N(=NC(=O)OCC)C(=O)OCC (diethyl azodicarboxylate). The product is CC(CN1C(N=C2N(C1=O)CCCC2)=O)N2CCC(CC2)C(C2=CC=C(C=C2)F)=O (3-[2-Methyl-2-[4-(4-fluorobenzoyl)piperidin-1-yl]ethyl]-6,7,8,9-tetrahydro-2H-pyrido[1,2-a]-1,3,5-triazine-2,4(3H)-dione). Reaction SMILES: [N:1]1[C:6](=[O:7])[NH:5][C:4](=[O:8])[N:3]2[CH2:9][CH2:10][CH2:11][CH2:12][C:2]=12.[F:13][C:14]1[CH:36]=[CH:35][C:17]([C:18]([CH:20]2[CH2:25][CH2:24][N:23]([CH:26]([C:29]3C=CC=CC=3)[CH2:27]O)[CH2:22][CH2:21]2)=[O:19])=[CH:16][CH:15]=1.C1(P(C2C=CC=CC=2)C2C=CC=CC=2)C=CC=CC=1.N(C(OCC)=O)=NC(OCC)=O>>[CH3:29][CH:26]([N:23]1[CH2:24][CH2:25][CH:20]([C:18](=[O:19])[C:17]2[CH:35]=[CH:36][C:14]([F:13])=[CH:15][CH:16]=2)[CH2:21][CH2:22]1)[CH2:27][N:5]1[C:4](=[O:8])[N:3]2[CH2:9][CH2:10][CH2:11][CH2:12][C:2]2=[N:1][C:6]1=[O:7]. Procedure: In the manner described in Example 1-2), 6,7,8,9-tetrahydro-2H-pyrido[1,2-a]-1,3,5-triazine-2,4(3H)-dione obtained in Example 1-1) and 4-(4-fluorobenzoyl)-1-(1-phenyl-2-hydroxyethyl)piperidine were condensed in N,N-dimmethylformamide in the presence of triphenylphosphine and diethyl azodicarboxylate to obtain the entitled compound as colorless crystals. Starting materials: O=C([O-])O, ClCCl, O=C(Nc1ccn(Cc2ccc(CO)cc2C(F)(F)F)n1)c1c(F)cccc1F, [Na+], BrP(Br)Br. The product is O=C(Nc1ccn(Cc2ccc(CBr)cc2C(F)(F)F)n1)c1c(F)cccc1F. RXN SMILES: [C:37](=[O:38])([O-:39])[OH:40].[Cl:34][CH2:35][Cl:36].[F:1][c:2]1[c:3]([C:4](=[O:5])[NH:6][c:7]2[n:8][n:9]([CH2:12][c:13]3[c:14]([C:21]([F:22])([F:23])[F:24])[cH:15][c:16]([CH2:19][OH:20])[cH:17][cH:18]3)[cH:10][cH:11]2)[c:25]([F:29])[cH:26][cH:27][cH:28]1.[Na+:41].[P:30]([Br:31])([Br:32])[Br:33]>>[F:1][c:2]1[c:3]([C:4](=[O:5])[NH:6][c:7]2[n:8][n:9]([CH2:12][c:13]3[c:14]([C:21]([F:22])([F:23])[F:24])[cH:15][c:16]([CH2:19][Br:31])[cH:17][cH:18]3)[cH:10][cH:11]2)[c:25]([F:29])[cH:26][cH:27][cH:28]1. Isolated yield 46.2%. Run in CN(C=O)C (dimethylformamide), O (water). Starting materials: C(C)(C)(C)OC(=O)NCC1CC=2N(C3=CC=CC=C3C2C=2C(OC(C2C2=CN(C3=CC=CC=C23)C)=O)=O)CC1 (3-[8-[(t-butoxyformamido)methyl]-6,7,8,9-tetrahydropyrido[1,2-a]indol-10-yl]-4-(1-methyl-3-indolyl)furan-2,5-dione), Cl.NO (hydroxylamine hydrochloride), C([O-])([O-])=O.[K+].[K+] (potassium carbonate). Reaction SMILES: [C:1]([O:5][C:6]([NH:8][CH2:9][CH:10]1[CH2:39][CH2:38][N:13]2[C:14]3[C:19]([C:20]([C:21]4[C:22](=[O:37])O[C:24](=[O:36])[C:25]=4[C:26]4[C:34]5[C:29](=[CH:30][CH:31]=[CH:32][CH:33]=5)[N:28]([CH3:35])[CH:27]=4)=[C:12]2[CH2:11]1)=[CH:18][CH:17]=[CH:16][CH:15]=3)=[O:7])([CH3:4])([CH3:3])[CH3:2].Cl.[NH2:41][OH:42].C(=O)([O-])[O-].[K+].[K+]>CN(C)C=O.O>[C:1]([O:5][C:6]([NH:8][CH2:9][CH:10]1[CH2:39][CH2:38][N:13]2[C:14]3[C:19]([C:20]([C:21]4[C:22](=[O:37])[N:41]([OH:42])[C:24](=[O:36])[C:25]=4[C:26]4[C:34]5[C:29](=[CH:30][CH:31]=[CH:32][CH:33]=5)[N:28]([CH3:35])[CH:27]=4)=[C:12]2[CH2:11]1)=[CH:18][CH:17]=[CH:16][CH:15]=3)=[O:7])([CH3:3])([CH3:2])[CH3:4] |f:1.2,3.4.5|. Conditions: temperature 100 celsius. Procedure: A solution of 400 mg of 3-[8-[(t-butoxyformamido)methyl]-6,7,8,9-tetrahydropyrido[1,2-a]indol-10-yl]-4-(1-methyl-3-indolyl)furan-2,5-dione in 50 ml of dimethylformamide and 50 ml of water was treated with 2.5 g of hydroxylamine hydrochloride and 2.5 g of potassium carbonate and the solution obtained was heated to 100° C. The solvents were evaporated and the residue was dissolved in dichloromethane, washed with water and dried. The solvent was removed under reduced pressure and the residue was cr... The product is C(C)(C)(C)OC(=O)NCC1CC=2N(C3=CC=CC=C3C2C=2C(N(C(C2C2=CN(C3=CC=CC=C23)C)=O)O)=O)CC1 (3-[8-[(t-butoxyformamido)methyl]-6,7,8,9-tetrahydropyrido[1,2-a]indol-10-yl]-1-hydroxy-4-(1-methyl-3-indolyl)pyrrole-2,5-dione). Starting materials: COc1cc(N2CCN(C(=O)OC(C)(C)C)C(CCS(C)(=O)=O)C2)ccc1Cl, CCOC(C)=O, CC(C)O, Cl. The product is Cl, COc1cc(N2CCNC(CCS(C)(=O)=O)C2)ccc1Cl. As a reaction SMILES: [C:1]([O:2][C:3](=[O:4])[N:8]1[CH:9]([CH2:23][CH2:24][S:25](=[O:26])(=[O:27])[CH3:28])[CH2:10][N:11]([c:14]2[cH:15][c:16]([O:21][CH3:22])[c:17]([Cl:20])[cH:18][cH:19]2)[CH2:12][CH2:13]1)([CH3:5])([CH3:6])[CH3:7].[CH3:30][CH2:31][O:32][C:33](=[O:34])[CH3:35].[CH:36]([OH:37])([CH3:38])[CH3:39].[ClH:29]>>[ClH:29].[NH:8]1[CH:9]([CH2:23][CH2:24][S:25](=[O:26])(=[O:27])[CH3:28])[CH2:10][N:11]([c:14]2[cH:15][c:16]([O:21][CH3:22])[c:17]([Cl:20])[cH:18][cH:19]2)[CH2:12][CH2:13]1. RXN SMILES: [C:1]([C:6]1[CH:40]=[C:39]([C:41]([CH2:44][CH3:45])([CH3:43])[CH3:42])[CH:38]=[CH:37][C:7]=1[O:8][CH:9]([CH2:35][CH3:36])[C:10]([NH:12][C:13]1[CH:14]=[C:15]([CH:32]=[CH:33][CH:34]=1)[C:16]([NH:18][C:19]1[CH:20]=[CH:21][C:22]2[C:23]([C:30]=1[OH:31])=[CH:24][CH:25]=[CH:26][C:27](=[O:29])[N:28]=2)=[O:17])=[O:11])([CH2:4][CH3:5])([CH3:3])[CH3:2].S(Cl)([Cl:49])(=O)=O.C(OCC)(=O)C.[Cl-].[Na+]>C(Cl)Cl>[Cl:49][C:21]1[C:22]2[C:23](=[CH:24][CH:25]=[CH:26][C:27](=[O:29])[N:28]=2)[C:30]([OH:31])=[C:19]([NH:18][C:16](=[O:17])[C:15]2[CH:32]=[CH:33][CH:34]=[C:13]([NH:12][C:10](=[O:11])[CH:9]([O:8][C:7]3[CH:37]=[CH:38][C:39]([C:41]([CH2:44][CH3:45])([CH3:42])[CH3:43])=[CH:40][C:6]=3[C:1]([CH2:4][CH3:5])([CH3:3])[CH3:2])[CH2:35][CH3:36])[CH:14]=2)[CH:20]=1 |f:3.4|. Run at time 2 hour. Run in C(Cl)Cl (methylene chloride). Reactants: C(C)(C)(CC)C1=C(OC(C(=O)NC=2C=C(C(=O)NC=3C=CC=4C(=CC=CC(N4)=O)C3O)C=CC2)CC)C=CC(=C1)C(C)(C)CC (7-{3-[2-(2,4-di-t-amylphenoxy)butanoylamino]benzoylamino}-6-hydroxybenzazepin-2-one), ( 6 ), S(=O)(=O)(Cl)Cl (sulfuryl chloride), C(C)(=O)OCC (ethyl acetate), [Cl-].[Na+] (sodium chloride). Yields the product ClC1=CC(=C(C2=CC=CC(N=C21)=O)O)NC(C2=CC(=CC=C2)NC(C(CC)OC2=C(C=C(C=C2)C(C)(C)CC)C(C)(C)CC)=O)=O (9-Chloro-7-{3-[2-(2,4-di-t-amylphenoxy)butanoylamino]benzoylamino}-6-hydroxybenzazepin-2-one). Procedure details: In 30 ml of methylene chloride was dispersed 6 g of the 7-{3-[2-(2,4-di-t-amylphenoxy)butanoylamino]benzoylamino}-6-hydroxybenzazepin-2-one prepared in (6) above, and 0.84 ml of sulfuryl chloride was added drop-wise to the dispersion at room temperature. After stirring at room temperature for 2 hours, ethyl acetate and a saturated aqueous solution of sodium chloride were added thereto to effect extraction. The extract was concentrated under reduced pressure, and the residue was dispersed in 30 m...